The task is: describe an organic reaction: reactants, conditions, products, and yield. This data is from the Open Reaction Database (ORD), a public repository of structured organic reaction records. Reactants: CC(C)N(CCN1C(=O)C(=O)c2cc(F)ccc21)C(C)C, Cl, NNC(N)=O. Yields the product CC(C)N(CCN1C(=O)C(=NNC(N)=O)c2cc(F)ccc21)C(C)C. RXN SMILES: [CH:1]([CH3:2])([CH3:3])[N:4]([CH2:5][CH2:6][N:7]1[C:8](=[O:9])[C:10](=[O:11])[c:12]2[cH:13][c:14]([F:18])[cH:15][cH:16][c:17]21)[CH:19]([CH3:20])[CH3:21].[ClH:22].[NH2:23][NH:24][C:25](=[O:26])[NH2:27]>>[CH:1]([CH3:2])([CH3:3])[N:4]([CH2:5][CH2:6][N:7]1[C:8](=[O:9])[C:10](=[N:23][NH:24][C:25](=[O:26])[NH2:27])[c:12]2[cH:13][c:14]([F:18])[cH:15][cH:16][c:17]21)[CH:19]([CH3:20])[CH3:21]. Starting materials: Cl.COC([C@@H](NC([C@H](NC)CC1=CC=CC=C1)=O)CC1=CNC2=CC=CC=C12)=O (N-methyl-(D)-phenylalanyl-(L)-tryptophan methyl ester hydrochloride), C1(=CC=CC=C1)[C@H]1[C@@H](C1)C(=O)O (trans-2-phenyl-1-cyclopropanecarboxylic acid), methyl ester. Yields the product C1(=CC=CC=C1)[C@H]1[C@@H](C1)C(=O)N([C@H](CC1=CC=CC=C1)C(=O)N[C@@H](CC1=CNC2=CC=CC=C12)C(=O)O)C (N-(trans-2-phenyl-1-cyclopropylcarbonyl)-N-methyl-(D)-phenylalanyl-(L)-tryptophan). As a reaction SMILES: Cl.C[O:3][C:4](=[O:29])[C@H:5]([CH2:19][C:20]1[C:28]2[C:23](=[CH:24][CH:25]=[CH:26][CH:27]=2)[NH:22][CH:21]=1)[NH:6][C:7](=[O:18])[C@@H:8]([CH2:11][C:12]1[CH:17]=[CH:16][CH:15]=[CH:14][CH:13]=1)[NH:9][CH3:10].[C:30]1([C@@H:36]2[CH2:38][C@H:37]2[C:39]([OH:41])=O)[CH:35]=[CH:34][CH:33]=[CH:32][CH:31]=1>>[C:30]1([C@@H:36]2[CH2:38][C@H:37]2[C:39]([N:9]([CH3:10])[C@@H:8]([C:7]([NH:6][C@H:5]([C:4]([OH:29])=[O:3])[CH2:19][C:20]2[C:28]3[C:23](=[CH:24][CH:25]=[CH:26][CH:27]=3)[NH:22][CH:21]=2)=[O:18])[CH2:11][C:12]2[CH:13]=[CH:14][CH:15]=[CH:16][CH:17]=2)=[O:41])[CH:31]=[CH:32][CH:33]=[CH:34][CH:35]=1 |f:0.1|. Reported procedure: Coupling of N-methyl-(D)-phenylalanyl-(L)-tryptophan methyl ester hydrochloride (see example 1) with trans-2-phenyl-1-cyclopropanecarboxylic acid according to example 12 followed by hydrolysis of the methyl ester moiety according to example 1 gives N-(trans-2-phenyl-1-cyclopropylcarbonyl)-N-methyl-(D)-phenylalanyl-(L)-tryptophan; FAB-MS m/e 510 (M+H)+.